Dataset: the Open Reaction Database (ORD), a public repository of structured organic reaction records. Task: describe an organic reaction: reactants, conditions, products, and yield The reactants are C(C)(=O)NCC(=O)NC(=CC1=CC=CC=C1)C(=O)O (N-acetyl-glycyl-dehydrophenylalanine), ethanolic solution. Reagents/catalysts: catalyst. Solvent: C(C)O (ethanol). The product is C(C)(=O)NCC(=O)N[C@@H](CC1=CC=CC=C1)C(=O)O (N-acetyl-glycyl-phenylalanine). As a reaction SMILES: [C:1]([NH:4][CH2:5][C:6]([NH:8][C:9]([C:17]([OH:19])=[O:18])=[CH:10][C:11]1[CH:16]=[CH:15][CH:14]=[CH:13][CH:12]=1)=[O:7])(=[O:3])[CH3:2]>C(O)C>[C:1]([NH:4][CH2:5][C:6]([NH:8][C@H:9]([C:17]([OH:19])=[O:18])[CH2:10][C:11]1[CH:16]=[CH:15][CH:14]=[CH:13][CH:12]=1)=[O:7])(=[O:3])[CH3:2]. Procedure: In each case 4.0 grams of degassed N-acetyl-glycyl-dehydrophenylalanine were suspended in 75 ml ethanol and treated with 5.0 ml of an ethanolic solution which contained per ml 4 mg of catalyst. The hydrogenation was undertaken at 25° C. After the end of the reaction time in each case the reaction vessel was ventilated and the solvent removed under reduce pressure. In all cases there remained in the form of a white crystal mass in practically quantitative yield crude N-acetyl-glycyl-phenylalanine... The reactants are C(C)(=O)C1=CC=CC=C1 (acetophenone), C(C1=CC=CC=C1)NCCCCCCNCC1=CC=CC=C1 (N,N'-dibenzyl-hexamethylenediamine), C(C1=CC=CC=C1)N(CCCCCCN(CC(C1=CC(=C(C=C1)OCC1=CC=CC=C1)NC(=O)N)=O)CC1=CC=CC=C1)CC(=O)C1=CC(=C(C=C1)OCC1=CC=CC=C1)NC(=O)N (N,N'-dibenzyl-N,N'-bis[2-(4-benzyloxy-3-ureidophenyl)-2-oxoethyl]-hexamethylenediamine). The solvent is CC(=O)C (acetone). Product: OC1=C(C=C(C=C1)C(CNCCCCCCNCC(C1=CC(=C(C=C1)O)NC(=O)N)O)O)NC(=O)N (N,N'-bis[2-(4-hydroxy-3-ureidophenyl)-2-hydroxyethyl]-hexamethylenediamine). Reaction SMILES: C(C1C=CC=CC=1)(=O)C.C(NCCCCCCNCC1C=CC=CC=1)C1C=CC=CC=1.C([N:39]([CH2:75][C:76]([C:78]1[CH:83]=[CH:82][C:81]([O:84]CC2C=CC=CC=2)=[C:80]([NH:92][C:93]([NH2:95])=[O:94])[CH:79]=1)=[O:77])[CH2:40][CH2:41][CH2:42][CH2:43][CH2:44][CH2:45][N:46](CC1C=CC=CC=1)[CH2:47][C:48](=[O:67])[C:49]1[CH:54]=[CH:53][C:52]([O:55]CC2C=CC=CC=2)=[C:51]([NH:63][C:64]([NH2:66])=[O:65])[CH:50]=1)C1C=CC=CC=1>CC(C)=O>[OH:55][C:52]1[CH:53]=[CH:54][C:49]([CH:48]([OH:67])[CH2:47][NH:46][CH2:45][CH2:44][CH2:43][CH2:42][CH2:41][CH2:40][NH:39][CH2:75][CH:76]([OH:77])[C:78]2[CH:83]=[CH:82][C:81]([OH:84])=[C:80]([NH:92][C:93]([NH2:95])=[O:94])[CH:79]=2)=[CH:50][C:51]=1[NH:63][C:64]([NH2:66])=[O:65]. Reported procedure: Following the procedures of Example 14, the above prepared acetophenone and N,N'-dibenzyl-hexamethylenediamine are refluxed in acetone for 12 hours and the resulting N,N'-dibenzyl-N,N'-bis[2-(4-benzyloxy-3-ureidophenyl)-2-oxoethyl]-hexamethylenediamine is hydrogenated to yield N,N'-bis[2-(4-hydroxy-3-ureidophenyl)-2-hydroxyethyl]-hexamethylenediamine. Reactants: enone, 3, turnings, CCCCCC (Hexane), CCOC(=O)C (EtOAc), C(=O)=O.ClC1=CC=CC=C1 (dry ice chlorobenzene), C(C=C)Cl (allyl chloride). The solvent is C1CCOC1 (THF), C1CCOC1 (THF). Conditions: temperature 40 celsius, time 20 minute. The product is C(C=C)C1(C2C(C(CC1=CC)C2)(C)C)O (2-allyl-3-ethylidene-6,6-dimethyl-bicyclo[3.1.1]heptan-2-ol). The yield is 98.0%. As a reaction SMILES: [CH2:1](Cl)[CH:2]=[CH2:3].[C:5](=[O:7])=O.Cl[C:9]1[CH:14]=CC=C[CH:10]=1.[CH3:15][CH2:16][CH2:17][CH2:18][CH2:19][CH3:20].[CH3:21]COC(C)=O>C1COCC1>[CH2:1]([C:5]1([OH:7])[C:10](=[CH:9][CH3:14])[CH2:20][CH:19]2[CH2:18][CH:17]1[C:16]2([CH3:21])[CH3:15])[CH:2]=[CH2:3] |f:1.2|. Reported procedure: Mg metal turnings (0.33 g, 13.7 mmol) were placed in a clean, dry round bottom flask and flame-dried under vacuum. Freshly-distilled THF (2.5 mL) was added to the flask, and the contents were heated to reflux. The mixture was cooled to 40° C., and a solution of allyl chloride (0.75 mL, 0.70 g, 9.1 mmol) in THF (2.5 mL) was added dropwise over a 30 minute period. The resulting Grignard solution was held at 40° C. for an additional 20 minutes. The mixture was then cooled to −42° C. (dry ice/chloro... Reactants: C(#N)C1=CC=C(CNC(C(OC)C2=CC=C(C=C2)O)=O)C=C1 ((RS)-N-(4-cyano-benzyl)-2-(4-hydroxy-phenyl)-2-methoxy-acetamide), C(C)OC(CBr)=O.C([O-])([O-])=O.[Cs+].[Cs+] (ethylbromoacetate cesium carbonate). Solvent: CN(C)C=O (DMF). Yields the product C(C)OC(COC1=CC=C(C=C1)C(OC)C(NCC1=CC=C(C=C1)C#N)=O)=O ((RS)-{4-[(4-cyano-benzylcarbamoyl)-methoxy-methyl]-phenoxy}-acetic acid ethyl ester). As a reaction SMILES: [C:1]([C:3]1[CH:22]=[CH:21][C:6]([CH2:7][NH:8][C:9](=[O:20])[CH:10]([C:13]2[CH:18]=[CH:17][C:16]([OH:19])=[CH:15][CH:14]=2)[O:11][CH3:12])=[CH:5][CH:4]=1)#[N:2].[CH2:23]([O:25][C:26](=[O:29])[CH2:27]Br)[CH3:24].C(=O)([O-])[O-].[Cs+].[Cs+]>CN(C=O)C>[CH2:23]([O:25][C:26](=[O:29])[CH2:27][O:19][C:16]1[CH:17]=[CH:18][C:13]([CH:10]([C:9](=[O:20])[NH:8][CH2:7][C:6]2[CH:5]=[CH:4][C:3]([C:1]#[N:2])=[CH:22][CH:21]=2)[O:11][CH3:12])=[CH:14][CH:15]=1)[CH3:24] |f:1.2.3.4|. Reported procedure: In analogy to example 16.4, (RS)-N-(4-cyano-benzyl)-2-(4-hydroxy-phenyl)-2-methoxy-acetamide (example 21.2) was alkylated with ethylbromoacetate/cesium carbonate in DMF to give (RS)-{4-[(4-cyano-benzylcarbamoyl)-methoxy-methyl]-phenoxy}-acetic acid ethyl ester as a colorless solid. MS 383.3 ([M+H]+) Reactants: CN1CCCNCC1, CC(C)O, O=C(NCc1cn(-c2ccc(I)cc2)nn1)c1ccc(Cl)s1, [Cu]I, [K+], [K+], [K+], OCCO, O=P([O-])([O-])[O-]. Yields the product CN1CCCN(c2ccc(-n3cc(CNC(=O)c4ccc(Cl)s4)nn3)cc2)CC1. RXN SMILES: [CH3:23][N:24]1[CH2:25][CH2:26][NH:27][CH2:28][CH2:29][CH2:30]1.[CH:43]([OH:44])([CH3:45])[CH3:46].[Cl:1][c:2]1[cH:3][cH:4][c:5]([C:7](=[O:8])[NH:9][CH2:10][c:11]2[n:12][n:13][n:14](-[c:16]3[cH:17][cH:18][c:19]([I:22])[cH:20][cH:21]3)[cH:15]2)[s:6]1.[Cu:47][I:48].[K+:40].[K+:41].[K+:42].[OH:31][CH2:32][CH2:33][OH:34].[P:35]([O-:36])([O-:37])([O-:38])=[O:39]>>[Cl:1][c:2]1[cH:3][cH:4][c:5]([C:7](=[O:8])[NH:9][CH2:10][c:11]2[n:12][n:13][n:14](-[c:16]3[cH:17][cH:18][c:19]([N:27]4[CH2:26][CH2:25][N:24]([CH3:23])[CH2:30][CH2:29][CH2:28]4)[cH:20][cH:21]3)[cH:15]2)[s:6]1. The reactants are CC=1C=CC2=C(SC(C(CO2)=O)C(=O)OC)C1 (Methyl 7-methyl-3-oxo-3,4-dihydro-2H-1,5-benzoxathiepin-4-carboxylate), C1(=CC=CC=C1)N1CCN(CC1)CCCCl (3-(4-phenylpiperazin-1-yl)propylchloride). Yields the product CC=1C=CC2=C(SC(C(CO2)=O)(C(=O)OC)CCCN2CCN(CC2)C2=CC=CC=C2)C1 (methyl 7-methyl-3-oxo-4-[3-(4-phenylpiperazin-1-yl)propyl]-3,4-dihydro-2H-1,5-benzoxathiepin-4-carboxylate). Reaction SMILES: [CH3:1][C:2]1[CH:3]=[CH:4][C:5]2[O:11][CH2:10][C:9](=[O:12])[CH:8]([C:13]([O:15][CH3:16])=[O:14])[S:7][C:6]=2[CH:17]=1.[C:18]1([N:24]2[CH2:29][CH2:28][N:27]([CH2:30][CH2:31][CH2:32]Cl)[CH2:26][CH2:25]2)[CH:23]=[CH:22][CH:21]=[CH:20][CH:19]=1>>[CH3:1][C:2]1[CH:3]=[CH:4][C:5]2[O:11][CH2:10][C:9](=[O:12])[C:8]([CH2:32][CH2:31][CH2:30][N:27]3[CH2:28][CH2:29][N:24]([C:18]4[CH:23]=[CH:22][CH:21]=[CH:20][CH:19]=4)[CH2:25][CH2:26]3)([C:13]([O:15][CH3:16])=[O:14])[S:7][C:6]=2[CH:17]=1. Procedure: Methyl 7-methyl-3-oxo-3,4-dihydro-2H-1,5-benzoxathiepin-4-carboxylate (1.7 g) is alkylated with 3-(4-phenylpiperazin-1-yl)propylchloride in the same manner as described in Example 1 to give methyl 7-methyl-3-oxo-4-[3-(4-phenylpiperazin-1-yl)propyl]-3,4-dihydro-2H-1,5-benzoxathiepin-4-carboxylate (0.9 g) as a colorless oil. The reactants are C(C)(=O)OO (peracetic acid), C([O-])([O-])=O.[Na+].[Na+] (sodium carbonate), C(C=C)C1=C(C(=CC=C1)OC)O (2-allyl-6-methoxyphenol), O (water). The solvent is C(C)(=O)O (acetic acid), C(C)(=O)[O-].[Na+] (sodium acetate), C(C)(=O)O (acetic acid). Run at temperature 15 celsius, time 48 hour. Yields the product COC1=CC=CC=2CC(OC21)CO (7-methoxy-2,3-dihydro-2-benzofuranylmethanol). Isolated yield 16.0%. RXN SMILES: [CH2:1]([C:4]1[CH:9]=[CH:8][CH:7]=[C:6]([O:10][CH3:11])[C:5]=1[OH:12])[CH:2]=[CH2:3].C(OO)(=[O:15])C.O.C(=O)([O-])[O-].[Na+].[Na+]>C(O)(=O)C.C([O-])(=O)C.[Na+]>[CH3:11][O:10][C:6]1[C:5]2[O:12][CH:2]([CH2:3][OH:15])[CH2:1][C:4]=2[CH:9]=[CH:8][CH:7]=1 |f:3.4.5,7.8|. Procedure details: 124 g of 2-allyl-6-methoxyphenol, dissolved in 80 ml of acetic acid, are added to a mixture, cooled to 15° C., containing 160 ml of 32% strength peracetic acid in acetic acid and 2.4 g of sodium acetate. The mixture is left at room temperature for 48 hours and then hydrolyzed with 2 1 of water containing 400 g of sodium carbonate. The mixture is extracted with ethyl ether and the organic phase is washed with sodium hydroxide. It is dried, the ether is evaporated off and the residue is distilled ...